Dataset: the Open Reaction Database (ORD), a public repository of structured organic reaction records. Task: describe an organic reaction: reactants, conditions, products, and yield The reactants are C1CCOC1, CCOCC, N#CC1=C(C#N)C(=O)C(Cl)=C(Cl)C1=O, Cc1cnc(Cl)nc1, [Li]C, [Na+], [OH-]. Product: Cc1cnc(Cl)nc1C. As a reaction SMILES: [CH2:32]1[O:33][CH2:34][CH2:35][CH2:36]1.[CH3:27][CH2:28][O:29][CH2:30][CH3:31].[Cl:11][C:12]1=[C:23]([Cl:24])[C:21](=[O:22])[C:18]([C:19]#[N:20])=[C:15]([C:16]#[N:17])[C:13]1=[O:14].[Cl:1][c:2]1[n:3][cH:4][c:5]([CH3:8])[cH:6][n:7]1.[Li:9][CH3:10].[Na+:26].[OH-:25]>>[Cl:1][c:2]1[n:3][cH:4][c:5]([CH3:8])[c:6]([CH3:12])[n:7]1. The product is FC(C1(OC(C(O1)(F)CCC#N)(F)F)C(F)(F)F)(F)F (2,2- bis(trifluoromethyl)-4-(2-cyanoethyl)-4,5,5-trifluoro1,3-dioxolane). As a reaction SMILES: [F:1][C:2]([F:18])([F:17])[C:3]1([C:13]([F:16])([F:15])[F:14])[O:7][C:6]([CH:9]=[CH2:10])([F:8])[C:5]([F:12])([F:11])[O:4]1.C([Al](Cl)Cl)C.[CH:24]#[N:25]>C1(C)C=CC=CC=1>[F:16][C:13]([F:14])([F:15])[C:3]1([C:2]([F:1])([F:17])[F:18])[O:7][C:6]([CH2:9][CH2:10][C:24]#[N:25])([F:8])[C:5]([F:11])([F:12])[O:4]1. Isolated yield 66.0%. Run at temperature 60 celsius. Reactants: C#N (HCN), Ni[P(O-tolyl)3]4, FC(C1(OC(C(O1)(F)C=C)(F)F)C(F)(F)F)(F)F (2,2-bis(trifluoromethyl)-4-vinyl-4,5,5-trifluoro-1,3-dioxolane), C(C)[Al](Cl)Cl (EtAlCl2). Solvent: C1(=CC=CC=C1)C (toluene), C1(=CC=CC=C1)C (toluene), C1(=CC=CC=C1)C (toluene). Procedure: A mixture comprised of Ni[P(O-tolyl)3]4 (3.3 g, 2.2 mmole) and P(O-tolyl)3 (1.7 g, 4.8 mmole), 2,2-bis(trifluoromethyl)-4-vinyl-4,5,5-trifluoro-1,3-dioxolane (30 g, 0.103 mole), 25% EtAlCl2 in toluene (2.0 ml), and toluene (25 ml) was heated under nitrogen in an oil bath at 60° C. A 50% HCN in toluene solution was fed from an ISCO pump at a rate of 1.5 ml/hour for 4.5 hours and then 0.5 ml/hour overnight until the reaction was complete (GC determination). The mixture was allowed to cool and was ... The reactants are CCN(C(C)C)C(C)C, CCOC(C)=O, NC1CCCC1, CC(Nc1ncnc(N)c1C#N)c1nc2cccc(C(=O)O)c2n1C1CC1, CN(C)C=O. Yields the product CC(Nc1ncnc(N)c1C#N)c1nc2cccc(C(=O)NC3CCCC3)c2n1C1CC1. As a reaction SMILES: [CH2:34]([N:35]([CH:36]([CH3:37])[CH3:38])[CH:39]([CH3:40])[CH3:41])[CH3:42].[CH3:48][CH2:49][O:50][C:51]([CH3:52])=[O:53].[CH:28]1([NH2:33])[CH2:29][CH2:30][CH2:31][CH2:32]1.[NH2:1][c:2]1[c:3]([C:26]#[N:27])[c:4]([NH:8][CH:9]([CH3:10])[c:11]2[n:12][c:13]3[c:14]([n:15]2[CH:16]2[CH2:17][CH2:18]2)[c:19]([C:23](=[O:24])[OH:25])[cH:20][cH:21][cH:22]3)[n:5][cH:6][n:7]1.[O:43]=[CH:44][N:45]([CH3:46])[CH3:47]>>[NH2:1][c:2]1[c:3]([C:26]#[N:27])[c:4]([NH:8][CH:9]([CH3:10])[c:11]2[n:12][c:13]3[c:14]([n:15]2[CH:16]2[CH2:17][CH2:18]2)[c:19]([C:23](=[O:25])[NH:33][CH:28]2[CH2:29][CH2:30][CH2:31][CH2:32]2)[cH:20][cH:21][cH:22]3)[n:5][cH:6][n:7]1. The reactants are CC(C)(C)OC(=O)NC(C)(C)C(=O)NC(Cc1c[nH]c2ccccc12)C(=O)O, Cl, O=C1CC2(CCNCC2)Oc2ccccc21. Product: CC(C)(C)OC(=O)NC(C)(C)C(=O)NC(Cc1c[nH]c2ccccc12)C(=O)N1CCC2(CC1)CC(=O)c1ccccc1O2. Reaction SMILES: [CH3:1][C:2]([CH3:3])([O:4][C:5](=[O:6])[NH:7][C:8]([C:9](=[O:10])[NH:11][CH:12]([C:13](=[O:14])[OH:15])[CH2:16][c:17]1[cH:18][nH:19][c:20]2[cH:21][cH:22][cH:23][cH:24][c:25]12)([CH3:26])[CH3:27])[CH3:28].[ClH:45].[NH:29]1[CH2:30][CH2:31][C:32]2([O:33][c:34]3[c:35]([cH:39][cH:40][cH:41][cH:42]3)[C:36](=[O:38])[CH2:37]2)[CH2:43][CH2:44]1>>[CH3:1][C:2]([CH3:3])([O:4][C:5](=[O:6])[NH:7][C:8]([C:9](=[O:10])[NH:11][CH:12]([C:13](=[O:14])[N:29]1[CH2:30][CH2:31][C:32]2([O:33][c:34]3[c:35]([cH:39][cH:40][cH:41][cH:42]3)[C:36](=[O:38])[CH2:37]2)[CH2:43][CH2:44]1)[CH2:16][c:17]1[cH:18][nH:19][c:20]2[cH:21][cH:22][cH:23][cH:24][c:25]12)([CH3:26])[CH3:27])[CH3:28]. Reactants: CC(C(=O)C1=CN(C2=NC=C(N=C21)C2=CC(=C(C(=C2)OC)OC)OC)COCC[Si](C)(C)C)(CCN2CCOCC2)C (2,2-dimethyl-4-morpholin-4-yl-1-[2-(3,4,5-trimethoxy-phenyl)-5-(2-trimethylsilanyl-ethoxymethyl)-5H-pyrrolo[2,3-b]pyrazin-7-yl]-butan-1-one), O.O.O.C(C)(=O)[O-].[Na+] (sodium acetate trihydrate). Run in ClCCl (dichloromethane), FC(C(=O)O)(F)F (trifluoroacetic acid). Reaction conditions: time 16 hour. The product is CC(C(=O)C1=CNC2=NC=C(N=C21)C2=CC(=C(C(=C2)OC)OC)OC)(CCN2CCOCC2)C (2,2-dimethyl-4-morpholin-4-yl-1-[2-(3,4,5-trimethoxy-phenyl)-5H-pyrrolo[2,3-b]pyrazin-7-yl]-butan-1-one). Yield: 74.7%. As a reaction SMILES: [CH3:1][C:2]([CH3:42])([CH2:34][CH2:35][N:36]1[CH2:41][CH2:40][O:39][CH2:38][CH2:37]1)[C:3]([C:5]1[C:13]2[C:8](=[N:9][CH:10]=[C:11]([C:14]3[CH:19]=[C:18]([O:20][CH3:21])[C:17]([O:22][CH3:23])=[C:16]([O:24][CH3:25])[CH:15]=3)[N:12]=2)[N:7](COCC[Si](C)(C)C)[CH:6]=1)=[O:4].O.O.O.C([O-])(=O)C.[Na+]>ClCCl.FC(F)(F)C(O)=O>[CH3:1][C:2]([CH3:42])([CH2:34][CH2:35][N:36]1[CH2:41][CH2:40][O:39][CH2:38][CH2:37]1)[C:3]([C:5]1[C:13]2[C:8](=[N:9][CH:10]=[C:11]([C:14]3[CH:19]=[C:18]([O:20][CH3:21])[C:17]([O:22][CH3:23])=[C:16]([O:24][CH3:25])[CH:15]=3)[N:12]=2)[NH:7][CH:6]=1)=[O:4] |f:1.2.3.4.5|. Procedure details: A solution of 2,2-dimethyl-4-morpholin-4-yl-1-[2-(3,4,5-trimethoxy-phenyl)-5-(2-trimethylsilanyl-ethoxymethyl)-5H-pyrrolo[2,3-b]pyrazin-7-yl]-butan-1-one (0.024 g, 0.040 mmol) in 1 mL of dichloromethane and 0.5 mL of trifluoroacetic acid was stirred for 3 h, then concentrated. The resulting residue was dissolved in 1 mL of ethanol and treated with sodium acetate trihydrate (0.054 g, 0.40 mmol). The mixture was stirred for 16 h, then concentrated to a residue. Column chromatography (0→10% MeOH/CH... Starting materials: CC(C)(C)OC(=O)N, CC1=C(C=CC(=N1)Cl)F. The reagents and catalysts are [O-]P(=O)([O-])[O-].[K+].[K+].[K+], CC1(C2=C(C(=CC=C2)P(C3=CC=CC=C3)C4=CC=CC=C4)OC5=C1C=CC=C5P(C6=CC=CC=C6)C7=CC=CC=C7)C, C1=CC=C(C=C1)/C=C/C(=O)/C=C/C2=CC=CC=C2.C1=CC=C(C=C1)/C=C/C(=O)/C=C/C2=CC=CC=C2.C1=CC=C(C=C1)/C=C/C(=O)/C=C/C2=CC=CC=C2.[Pd].[Pd]. Solvent: CC1=CC=CC=C1. Run at temperature 90 celsius. The product is CC1=C(C=CC(=N1)NC(=O)OC(C)(C)C)F. Isolated yield 0.0%. Procedure details: A mixture of 6-chloro-3-fluoro-2-methylpyridine (500 mg, 3.43 mmol), tert- Butyl carbamate (523 mg, 4.47 mmol), Potassium phosphate (1094 mg, 5.15 mmol), 9,9-Dimethyl-4,5-bis(diphenylphosphino)xanthene (99 mg, 0.17 mmol) and Tris(dibenzylideneacetone)dipalladium(0) (79 mg, 0.09 mmol) were combined in a sealed vial which was purged with nitrogen. Degassed toluene (5 mL) and water (5.00 mL) were added and the mixture was stirred under a nitrogen atmosphere at 90 °C for 6h. The reaction mixture was... Starting materials: Cl, COc1cc([N+](=O)[O-])ccc1-c1cccnc1F, [Na+], [Na+], O=C([O-])[O-], C1COCCO1. Yields the product COc1cc([N+](=O)[O-])ccc1-c1ccc[nH]c1=O. As a reaction SMILES: [ClH:31].[F:1][c:2]1[n:3][cH:4][cH:5][cH:6][c:7]1-[c:8]1[c:9]([O:17][CH3:18])[cH:10][c:11]([N+:14](=[O:15])[O-:16])[cH:12][cH:13]1.[Na+:19].[Na+:20].[O-:21][C:22](=[O:23])[O-:24].[O:25]1[CH2:26][CH2:27][O:28][CH2:29][CH2:30]1>>[c:2]1(=[O:21])[nH:3][cH:4][cH:5][cH:6][c:7]1-[c:8]1[c:9]([O:17][CH3:18])[cH:10][c:11]([N+:14](=[O:15])[O-:16])[cH:12][cH:13]1.